This data is from the Open Reaction Database (ORD), a public repository of structured organic reaction records. The task is: describe an organic reaction: reactants, conditions, products, and yield Starting materials: ice water, C([O-])([O-])=O.[Na+].[Na+] (sodium carbonate), C1(=CC=CC=C1)S(=O)[O-].[Na+] (sodium phenyl sulfinate), BrCC=C(CC)CC (1-bromo-3-ethyl-2-pentene). Run in CO (methanol). Run at time 30 minute. Yields the product C(C)C(=CCS(=O)(=O)C1=CC=CC=C1)CC ((3-ethyl-2-pentenyl)-phenylsulfone). Yield: 994.8%. As a reaction SMILES: C(=O)([O-])[O-].[Na+].[Na+].[C:7]1([S:13]([O-:15])=[O:14])[CH:12]=[CH:11][CH:10]=[CH:9][CH:8]=1.[Na+].Br[CH2:18][CH:19]=[C:20]([CH2:23][CH3:24])[CH2:21][CH3:22]>CO>[CH2:21]([C:20]([CH2:23][CH3:24])=[CH:19][CH2:18][S:13]([C:7]1[CH:12]=[CH:11][CH:10]=[CH:9][CH:8]=1)(=[O:15])=[O:14])[CH3:22] |f:0.1.2,3.4|. Reported procedure: 1.85 gm of sodium carbonate and 1.5 gm of sodium phenyl sulfinate were introduced into 60 cc of methanol. Then 20 gm of 1-bromo-3-ethyl-2-pentene were added within the space of about 30 minutes at room temperature to the resulting suspension, which then was agitated for 1 hour and 30 minutes at room temperature. Then the reaction mixture was poured into ice-water and the organic phase was was separated by decanting. The aqueous phase was extracted with ethyl ether and the ether extracts were com... Starting materials: CCC(=O)Cl, O=C([O-])O, ClC(Cl)Cl, [Na+], c1ccc(N2CC3(CCNCC3)c3ccccc32)cc1. Product: CCC(=O)N1CCC2(CC1)CN(c1ccccc1)c1ccccc12. Reaction SMILES: [C:21]([CH2:22][CH3:23])(=[O:24])[Cl:25].[C:26](=[O:27])([OH:28])[O-:29].[CH:31]([Cl:32])([Cl:33])[Cl:34].[Na+:30].[c:1]1([N:7]2[CH2:8][C:9]3([c:10]4[cH:11][cH:12][cH:13][cH:14][c:15]42)[CH2:16][CH2:17][NH:18][CH2:19][CH2:20]3)[cH:2][cH:3][cH:4][cH:5][cH:6]1>>[c:1]1([N:7]2[CH2:8][C:9]3([c:10]4[cH:11][cH:12][cH:13][cH:14][c:15]42)[CH2:16][CH2:17][N:18]([C:21]([CH2:22][CH3:23])=[O:24])[CH2:19][CH2:20]3)[cH:2][cH:3][cH:4][cH:5][cH:6]1. Starting materials: FC(S(=O)(=O)OS(=O)(=O)C(F)(F)F)(F)F (trifluoromethanesulfonic anhydride), OC1=C2CC(CC2=CC=C1)(C(=O)OC)C (methyl 4-hydroxy-2-methyl-2,3-dihydro-1H-indene-2-carboxylate), O (water). Run in N1=CC=CC=C1 (pyridine). Reaction conditions: time 2 hour. The product is CC1(CC2=CC=CC(=C2C1)OS(=O)(=O)C(F)(F)F)C(=O)OC (Methyl 2-methyl-4-{[(trifluoromethyl)sulfonyl]oxy}-2,3-dihydro-1H-indene-2-carboxylate). Reaction SMILES: [F:1][C:2]([F:15])([F:14])[S:3]([O:6]S(C(F)(F)F)(=O)=O)(=[O:5])=[O:4].O[C:17]1[CH:25]=[CH:24][CH:23]=[C:22]2[C:18]=1[CH2:19][C:20]([CH3:30])([C:26]([O:28][CH3:29])=[O:27])[CH2:21]2.O>N1C=CC=CC=1>[CH3:30][C:20]1([C:26]([O:28][CH3:29])=[O:27])[CH2:21][C:22]2[C:18](=[CH:17][CH:25]=[CH:24][C:23]=2[O:6][S:3]([C:2]([F:15])([F:14])[F:1])(=[O:5])=[O:4])[CH2:19]1. Reported procedure: At −15° C., 1.5 ml (8.7 mmol) of trifluoromethanesulfonic anhydride were slowly added dropwise to a solution of 897 mg (4.35 mmol) of methyl 4-hydroxy-2-methyl-2,3-dihydro-1H-indene-2-carboxylate in 20 ml of pyridine. After warming to room temperature, the reaction mixture was stirred for another 2 h. 20 ml of water were then added and, after phase separation, the aqueous phase was extracted three times with ethyl acetate. The combined organic phases were washed with saturated sodium chloride so... Reactants: C1CCOC1, CCCc1c(C(=O)NCc2ccc(-c3ccc(OC(C)C(=O)[O-])cc3)cc2)cnn1-c1ccccc1, Cl, [Na+], [OH-], O. Product: CCCc1c(C(=O)NCc2ccc(-c3ccc(OCC(=O)O)cc3)cc2)cnn1-c1ccccc1. Reaction SMILES: [CH2:40]1[O:41][CH2:42][CH2:43][CH2:44]1.[CH3:1][CH:2]([C:3](=[O:4])[O-:5])[O:6][c:7]1[cH:8][cH:9][c:10](-[c:13]2[cH:14][cH:15][c:16]([CH2:19][NH:20][C:21](=[O:22])[c:23]3[cH:24][n:25][n:26](-[c:31]4[cH:32][cH:33][cH:34][cH:35][cH:36]4)[c:27]3[CH2:28][CH2:29][CH3:30])[cH:17][cH:18]2)[cH:11][cH:12]1.[ClH:39].[Na+:38].[OH-:37].[OH2:45]>>[CH2:2]([C:3](=[O:4])[OH:5])[O:6][c:7]1[cH:8][cH:9][c:10](-[c:13]2[cH:14][cH:15][c:16]([CH2:19][NH:20][C:21](=[O:22])[c:23]3[cH:24][n:25][n:26](-[c:31]4[cH:32][cH:33][cH:34][cH:35][cH:36]4)[c:27]3[CH2:28][CH2:29][CH3:30])[cH:17][cH:18]2)[cH:11][cH:12]1.